From a dataset of the Open Reaction Database (ORD), a public repository of structured organic reaction records. describe an organic reaction: reactants, conditions, products, and yield RXN SMILES: [C:1]([CH3:2])([CH3:3])([CH3:4])[O:5][C:6](=[O:7])[CH:8]([C:9](=[O:10])[O:11][CH3:12])[CH2:13][I:14].[Cl:15][c:16]1[s:17][cH:18][c:19]([Cl:21])[n:20]1.[cH:22]1[n:23][cH:24][s:25][cH:26]1>>[C:1]([CH3:2])([CH3:3])([CH3:4])[O:5][C:6](=[O:7])[CH:8]([C:9](=[O:10])[O:11][CH3:12])[CH2:13][c:16]1[s:17][cH:18][c:19]([Cl:21])[n:20]1. Reactants: COC(=O)C(CI)C(=O)OC(C)(C)C, Clc1csc(Cl)n1, c1cscn1. Yields the product COC(=O)C(Cc1nc(Cl)cs1)C(=O)OC(C)(C)C.